Dataset: the Open Reaction Database (ORD), a public repository of structured organic reaction records. Task: describe an organic reaction: reactants, conditions, products, and yield The reactants are O (water), C(C)(C)C1=C(C=CC=C1)N=C1SCC(C=N1)(C)C (2-(2-isopropylphenyl)imino-5,5-dimethyl-1,3-thiazine), FC(C=1C=CC(=NC1)Cl)(F)F (5-trifluoromethyl-2-chloropyridine), [H-].[Na+] (sodium hydride). Solvent: CN(C=O)C (N,N-dimethylformamide). Conditions: time 2 hour. Product: C(C)(C)C1=C(C=CC=C1)N=C1SCC(CN1C1=NC=C(C=C1)C(F)(F)F)(C)C (2-(2-isopropylphenyl)imino-3-(5-trifluoromethyl-2-pyridyl)-5,5-dimethyl-1,3-thiazine). Isolated yield 32.0%. Reaction SMILES: [CH:1]([C:4]1[CH:9]=[CH:8][CH:7]=[CH:6][C:5]=1[N:10]=[C:11]1[N:16]=[CH:15][C:14]([CH3:18])([CH3:17])[CH2:13][S:12]1)([CH3:3])[CH3:2].[F:19][C:20]([F:29])([F:28])[C:21]1[CH:22]=[CH:23][C:24](Cl)=[N:25][CH:26]=1.[H-].[Na+].O>CN(C)C=O>[CH:1]([C:4]1[CH:9]=[CH:8][CH:7]=[CH:6][C:5]=1[N:10]=[C:11]1[N:16]([C:24]2[CH:23]=[CH:22][C:21]([C:20]([F:29])([F:28])[F:19])=[CH:26][N:25]=2)[CH2:15][C:14]([CH3:18])([CH3:17])[CH2:13][S:12]1)([CH3:3])[CH3:2] |f:2.3|. Procedure: To a solution of 2-(2-isopropylphenyl)imino-5,5-dimethyl-1,3-thiazine (0.26 g), 5-trifluoromethyl-2-chloropyridine (0.24 g) in N,N-dimethylformamide (3 ml) was added 60% sodium hydride (0.05 g) under ice-cooling. The mixture was stirred at room temperature for 2 h. To a reaction mixture was added water (80 ml), extracted with diethylether (100 ml), dried over anhydrous magnesium sulfate, and concentrated under reduced pressure. The obtained residue was purified by silica gel column chromatograph...